This data is from the Open Reaction Database (ORD), a public repository of structured organic reaction records. The task is: describe an organic reaction: reactants, conditions, products, and yield Starting materials: CC1=C(C=CC(=C1)N1C(CCC1)=O)C1=CC=C(C=C1)C(=O)OC (Methyl 2'-methyl-4'-(2-oxo-1-pyrrolidinyl)biphenyl-4-carboxylate), COC=1C=CC(=CC1)P2(=S)SP(=S)(S2)C=3C=CC(=CC3)OC (Lawesson's reagent). Solvent: C1(=CC=CC=C1)C (toluene). Reaction conditions: temperature 75 celsius. Product: CC1=C(C=CC(=C1)N1C(CCC1)=S)C1=CC=C(C=C1)C(=O)OC (Methyl 2'-methyl-4'-(2-thioxo-1-pyrrolidinyl)biphenyl-4-carboxylate). The yield is 121.4%. RXN SMILES: [CH3:1][C:2]1[CH:7]=[C:6]([N:8]2[CH2:12][CH2:11][CH2:10][C:9]2=O)[CH:5]=[CH:4][C:3]=1[C:14]1[CH:19]=[CH:18][C:17]([C:20]([O:22][CH3:23])=[O:21])=[CH:16][CH:15]=1.COC1C=CC(P2(SP(C3C=CC(OC)=CC=3)(=S)S2)=[S:33])=CC=1>C1(C)C=CC=CC=1>[CH3:1][C:2]1[CH:7]=[C:6]([N:8]2[CH2:12][CH2:11][CH2:10][C:9]2=[S:33])[CH:5]=[CH:4][C:3]=1[C:14]1[CH:19]=[CH:18][C:17]([C:20]([O:22][CH3:23])=[O:21])=[CH:16][CH:15]=1. Procedure: Methyl 2'-methyl-4'-(2-oxo-1-pyrrolidinyl)biphenyl-4-carboxylate (D4, 200 mg, 0.647 mmol) was dissolved in toluene (25 ml) and Lawesson's reagent (130 mg, 0.324 mmol) was added. The solution was heated at 75° C. under argon for 1.5 hrs, then concentrated in vacuo. The resultant pale yellow solid was filtered through a neutral alumina column eluting with ether to remove excess Lawesson's reagent, then purified by column chromatography on silica gel eluting with ether to afford the title compound ...